This data is from the Open Reaction Database (ORD), a public repository of structured organic reaction records. The task is: describe an organic reaction: reactants, conditions, products, and yield Starting materials: BrCCc1ccccc1, O=C([O-])O, NC(=O)c1ccc(Oc2ccc(CCNCc3ccccc3)cc2)nc1, [Na+], CN(C)C=O, O. Yields the product NC(=O)c1ccc(Oc2ccc(CCN(CCc3ccccc3)Cc3ccccc3)cc2)nc1. Reaction SMILES: [Br:32][CH2:33][CH2:34][c:35]1[cH:36][cH:37][cH:38][cH:39][cH:40]1.[C:1](=[O:2])([OH:3])[O-:4].[CH2:6]([c:7]1[cH:8][cH:9][cH:10][cH:11][cH:12]1)[NH:13][CH2:14][CH2:15][c:16]1[cH:17][cH:18][c:19]([O:20][c:21]2[n:22][cH:23][c:24]([C:25](=[O:26])[NH2:27])[cH:28][cH:29]2)[cH:30][cH:31]1.[Na+:5].[O:41]=[CH:42][N:43]([CH3:44])[CH3:45].[OH2:46]>>[CH2:6]([c:7]1[cH:8][cH:9][cH:10][cH:11][cH:12]1)[N:13]([CH2:14][CH2:15][c:16]1[cH:17][cH:18][c:19]([O:20][c:21]2[n:22][cH:23][c:24]([C:25](=[O:26])[NH2:27])[cH:28][cH:29]2)[cH:30][cH:31]1)[CH2:33][CH2:34][c:35]1[cH:36][cH:37][cH:38][cH:39][cH:40]1. The reactants are C1(=CC=CC=C1)O (phenol), B(O)(O)O (boric acid), S(O)(O)(=O)=O (sulfuric acid). Reaction SMILES: [C:1]1([OH:7])[CH:6]=[CH:5][CH:4]=[CH:3][CH:2]=1.B(O)(O)O.[S:12](=[O:16])(=O)(O)[OH:13]>O>[OH:7][C:1]1[CH:6]=[CH:5][C:4]([S:12]([C:4]2[CH:5]=[CH:6][C:1]([OH:7])=[CH:2][CH:3]=2)(=[O:16])=[O:13])=[CH:3][CH:2]=1. Reported procedure: 470.6 g (5.0 moles) of phenol and 6.2 g (0.1 mole) of boric acid were placed in a glass flask having a capacity of 2 liters. While the mixture was heated to 180°-186° C., 102.2 g (1.0 mole) of 96% sulfuric acid were added dropwise, after which the water of reaction was removed at 180°-186° C. The phenol was then distilled off over a period of 2 hours at a temperature of from 160° to 200° C. Analysis of the crude product revealed the following composition: 3% phenol, 1% isomeric sulfone and 97% b... Yield: 82.0%. The solvent is O (water). The product is OC1=CC=C(C=C1)S(=O)(=O)C1=CC=C(C=C1)O (bis(4-hydroxylphenyl) sulfone). Reactants: [Br-].FC(C1=C(C[Zn+])C=CC=C1)(F)F ((2-(trifluoromethyl)benzyl)zinc(II) bromide), ClC=1C=C(C(=O)OC)C=CN1 (methyl 2-chloroisonicotinate), bis(tri-tert-butylphosphine)Pd(0). Run in O1CCCC1 (tetrahydrofuran), O1CCCC1 (tetrahydrofuran). Reaction conditions: temperature 60 celsius. The product is FC(C1=C(CC=2C=C(C(=O)OC)C=CN2)C=CC=C1)(F)F (methyl 2-(2-(trifluoromethyl)benzyl)isonicotinate). Isolated yield 80.0%. Reaction SMILES: [Br-].[F:2][C:3]([F:13])([F:12])[C:4]1[CH:11]=[CH:10][CH:9]=[CH:8][C:5]=1[CH2:6][Zn+].Cl[C:15]1[CH:16]=[C:17]([CH:22]=[CH:23][N:24]=1)[C:18]([O:20][CH3:21])=[O:19]>O1CCCC1>[F:2][C:3]([F:13])([F:12])[C:4]1[CH:11]=[CH:10][CH:9]=[CH:8][C:5]=1[CH2:6][C:15]1[CH:16]=[C:17]([CH:22]=[CH:23][N:24]=1)[C:18]([O:20][CH3:21])=[O:19] |f:0.1|. Reported procedure: Freshly made (2-(trifluoromethyl)benzyl)zinc(II) bromide (8.91 g, 29.28 mmol) in tetrahydrofuran (50 mL) was added to a solution of methyl 2-chloroisonicotinate (3.35 g, 19.52 mmol) and bis(tri-tert-butylphosphine)Pd(0) (0.399 g, 0.78 mmol) in tetrahydrofuran (50 mL) under nitrogen in a dried flask. The resulting red mixture was heated to 60° C. overnight (16 h). After cooling to room temperature, the reaction was quenched by the addition of 10% aq NH4Cl and diluted with ethyl acetate. After pha... Starting materials: C([O-])([O-])=O.[K+].[K+] (Potassium carbonate), [I-].[K+] (potassium iodide), COC=1C=C(N)C=CC1OC (3,4-dimethoxyaniline), BrCC1=C(C=CC=C1)C1=CC=CC=C1 (2-(bromomethyl)biphenyl). The solvent is C(C)#N (acetonitrile). Reaction conditions: temperature 80 celsius, time 18 hour. Yields the product C1(=C(C=CC=C1)CNC1=CC(=C(C=C1)OC)OC)C1=CC=CC=C1 (Biphenyl-2-ylmethyl-(3,4-dimethoxy-phenyl)-amine). Isolated yield 32.6%. Reaction SMILES: C(=O)([O-])[O-].[K+].[K+].[I-].[K+].[CH3:9][O:10][C:11]1[CH:12]=[C:13]([CH:15]=[CH:16][C:17]=1[O:18][CH3:19])[NH2:14].Br[CH2:21][C:22]1[CH:27]=[CH:26][CH:25]=[CH:24][C:23]=1[C:28]1[CH:33]=[CH:32][CH:31]=[CH:30][CH:29]=1>C(#N)C>[C:23]1([C:28]2[CH:29]=[CH:30][CH:31]=[CH:32][CH:33]=2)[CH:24]=[CH:25][CH:26]=[CH:27][C:22]=1[CH2:21][NH:14][C:13]1[CH:15]=[CH:16][C:17]([O:18][CH3:19])=[C:11]([O:10][CH3:9])[CH:12]=1 |f:0.1.2,3.4|. Procedure: Potassium carbonate (1.38 g, 10 mmol), catalytic amount of potassium iodide, and 3,4-dimethoxyaniline (1.53 g 10 mmol) were added to a solution of 2-(bromomethyl)biphenyl (1.83 mL, 10 mmol) in acetonitrile (200 mL). The reaction mixture was heated and stirred at 80° C. for 18 hours, then was cooled to room temperature. The solid was filtered and the filtrate concentrated to dryness. Purification by silica gel column chromatography using 20% ethyl acetate in hexanes as the eluant afforded the pur... Starting materials: C(#N)C1CCN(CC1)C([C@@H](C1CC1)NC(=O)C1=CN(C2=NC=C(N=C21)C=2N=NN(C2)C2CCCC2)COCC[Si](C)(C)C)=O (2-(1-cyclopentyl-1H-[1,2,3]triazol-4-yl)-5-(2-trimethylsilanyl-ethoxymethyl)-5H-pyrrolo[2,3-b]pyrazine-7-carboxylic acid [(R)-2-(4-cyano-piperidin-1-yl)-1-cyclopropyl-2-oxo-ethyl]-amide), C(=O)(C(F)(F)F)O (TFA). Solvent: C(Cl)Cl (CH2Cl2). Reaction conditions: time 3 hour. Yields the product C(#N)C1CCN(CC1)C([C@@H](C1CC1)NC(=O)C1=CNC2=NC=C(N=C21)C=2N=NN(C2)C2CCCC2)=O (2-(1-cyclopentyl-1H-[1,2,3]triazol-4-yl)-5H-pyrrolo[2,3-b]pyrazine-7-carboxylic acid [(R)-2-(4-cyano-piperidin-1-yl)-1-cyclopropyl-2-oxo-ethyl]-amide). Isolated yield 51.3%. As a reaction SMILES: [C:1]([CH:3]1[CH2:8][CH2:7][N:6]([C:9](=[O:44])[C@H:10]([NH:14][C:15]([C:17]2[C:25]3[C:20](=[N:21][CH:22]=[C:23]([C:26]4[N:27]=[N:28][N:29]([CH:31]5[CH2:35][CH2:34][CH2:33][CH2:32]5)[CH:30]=4)[N:24]=3)[N:19](COCC[Si](C)(C)C)[CH:18]=2)=[O:16])[CH:11]2[CH2:13][CH2:12]2)[CH2:5][CH2:4]1)#[N:2].C(O)(C(F)(F)F)=O>C(Cl)Cl>[C:1]([CH:3]1[CH2:8][CH2:7][N:6]([C:9](=[O:44])[C@H:10]([NH:14][C:15]([C:17]2[C:25]3[C:20](=[N:21][CH:22]=[C:23]([C:26]4[N:27]=[N:28][N:29]([CH:31]5[CH2:35][CH2:34][CH2:33][CH2:32]5)[CH:30]=4)[N:24]=3)[NH:19][CH:18]=2)=[O:16])[CH:11]2[CH2:12][CH2:13]2)[CH2:5][CH2:4]1)#[N:2]. Reported procedure: To a solution of 2-(1-cyclopentyl-1H-[1,2,3]triazol-4-yl)-5-(2-trimethylsilanyl-ethoxymethyl)-5H-pyrrolo[2,3-b]pyrazine-7-carboxylic acid [(R)-2-(4-cyano-piperidin-1-yl)-1-cyclopropyl-2-oxo-ethyl]-amide (85 mg, 0.14 mmol) in CH2Cl2 (4 mL) was added TFA (2.0 mL). The reaction mixture was stirred at room temp for 3 h then concentrated. The residue was redissolved in CH2Cl2 (4 mL) and ethylenediamine (0.5 mL) was added. The reaction mixture was stirred at room temp for 0.5 h then concentrated. The ...